Dataset: the Open Reaction Database (ORD), a public repository of structured organic reaction records. Task: describe an organic reaction: reactants, conditions, products, and yield Starting materials: O=C([O-])[O-], COC(=O)c1sccc1COC(C)=O, CO, [K+], [K+], O=P([O-])([O-])[O-]. Product: COC(=O)c1sccc1CO. RXN SMILES: [C:15](=[O:16])([O-:17])[O-:18].[C:1](=[O:2])([CH3:3])[O:4][CH2:5][c:6]1[c:7]([C:11](=[O:12])[O:13][CH3:14])[s:8][cH:9][cH:10]1.[CH3:26][OH:27].[K+:19].[K+:20].[O-:21][P:22](=[O:23])([O-:24])[O-:25]>>[OH:4][CH2:5][c:6]1[c:7]([C:11](=[O:12])[O:13][CH3:14])[s:8][cH:9][cH:10]1. Starting materials: [H-] (hydride), [OH-].[Na+] (sodium hydroxide), [H-].COCCO[Al+]OCCOC.[Na+].[H-] (sodium bis(2-methoxyethoxy)aluminum hydride), ClC1=CC=C(C=C1)C1(C(C1)C(=O)N)C(=O)N ((+)-1-(p-chlorophenyl)-1,2-cyclopropanedicarboxamide). The solvent is C1=CC=CC=C1 (benzene), O (water). Run at time 8 hour. Yields the product ClC1=CC=C(C=C1)C12CNCC2C1 ((+)-1-(p-chlorophenyl)-3-azabicyclo[3.1.0]hexane). As a reaction SMILES: [H-].COCCO[Al+]OCCOC.[Na+].[H-].[Cl:15][C:16]1[CH:21]=[CH:20][C:19]([C:22]2([C:28]([NH2:30])=O)[CH2:24][CH:23]2[C:25](N)=O)=[CH:18][CH:17]=1.[H-].[OH-].[Na+]>C1C=CC=CC=1.O>[Cl:15][C:16]1[CH:17]=[CH:18][C:19]([C:22]23[CH2:24][CH:23]2[CH2:25][NH:30][CH2:28]3)=[CH:20][CH:21]=1 |f:0.1.2.3,6.7|. Procedure: To a stirred solution of 30 ml of sodium bis(2-methoxyethoxy)aluminum hydride (70% benzene solution) is added dropwise a solution of 4.5 g of (+)-1-(p-chlorophenyl)-1,2-cyclopropanedicarboxamide in 400 ml of benzene during a 45 minute period with stirring at room temperature under nitrogen. The clear yellow solution is heated at reflux under nitrogen for 90 minutes and stored overnight at room temperature. The excess hydride reagent is decomposed by the cautious addition of 25 ml of 5 N sodium h... Starting materials: O=C([O-])[O-], CO, [K+], [K+], O, COC(=O)c1ccc(OC)c(OC2CCSC2)c1. Product: COc1ccc(C(=O)O)cc1OC1CCSC1. Reaction SMILES: [C:1](=[O:2])([O-:3])[O-:4].[CH3:26][OH:27].[K+:5].[K+:6].[OH2:25].[S:7]1[CH2:8][CH:9]([O:12][c:13]2[cH:14][c:15]([C:16](=[O:17])[O:18][CH3:19])[cH:20][cH:21][c:22]2[O:23][CH3:24])[CH2:10][CH2:11]1>>[S:7]1[CH2:8][CH:9]([O:12][c:13]2[cH:14][c:15]([C:16](=[O:17])[OH:18])[cH:20][cH:21][c:22]2[O:23][CH3:24])[CH2:10][CH2:11]1. Reactants: Cc1ccccc1, C=CC(C)=O, CC(=O)CCCN1CCN(C(=O)c2cc(C(F)(F)F)cc(C(F)(F)F)c2)C(Cc2c[nH]c3ccccc23)C1. Yields the product CC(=O)CCN1CCN(C(=O)c2cc(C(F)(F)F)cc(C(F)(F)F)c2)C(Cc2c[nH]c3ccccc23)C1. Reaction SMILES: [CH3:44][c:45]1[cH:46][cH:47][cH:48][cH:49][cH:50]1.[CH:39](=[CH2:40])[C:41](=[O:42])[CH3:43].[F:1][C:2]([c:3]1[cH:4][c:5]([C:6](=[O:7])[N:8]2[CH:9]([CH2:20][c:21]3[cH:22][nH:23][c:24]4[cH:25][cH:26][cH:27][cH:28][c:29]34)[CH2:10][N:11]([CH2:14][CH2:15][CH2:16][C:17](=[O:18])[CH3:19])[CH2:12][CH2:13]2)[cH:30][c:31]([C:33]([F:34])([F:35])[F:36])[cH:32]1)([F:37])[F:38]>>[F:1][C:2]([c:3]1[cH:4][c:5]([C:6](=[O:7])[N:8]2[CH:9]([CH2:20][c:21]3[cH:22][nH:23][c:24]4[cH:25][cH:26][cH:27][cH:28][c:29]34)[CH2:10][N:11]([CH2:14][CH2:39][C:41](=[O:42])[CH3:43])[CH2:12][CH2:13]2)[cH:30][c:31]([C:33]([F:34])([F:35])[F:36])[cH:32]1)([F:37])[F:38]. The reactants are OC(CN1C=2C=CC(=CC2C=2C3=C(C(=CC12)C1=CC=CC=C1)C(NC3=O)=O)OC)COC (6-(2-Hydroxy-3-methoxypropyl)-9-methoxy-4-phenylpyrrolo[3,4-c]carbazole-1,3(2H,6H)-dione). Yield: 31.6%. Procedure: Demethylation of alcohol (225) (96 mg, 0.22 mmol) prepared as described in example 290 employing the procedure described in example 80 was followed by chromatography on silica eluting with ethyl acetate/hexane (4:1). Crystallisation from ethyl acetate/hexane gave phenol (226) (28 mg, 31%) as an orange/yellow powder, mp 290–295° C. 1H NMR δ [(CD3)2SO] 11.04 (br s, 1H), 9.30 (s, 1H), 8.40 (d, J=2.4 Hz, 1H), 7.79 (s, 1H), 7.63 (m, 2H), 7.55 (d, J=8.8 Hz, 1H), 7.47 (m, 3H), 7.11 (dd, J=8.8, 2.4 Hz, ... Solvent: C(C)(=O)OCC.CCCCCC (ethyl acetate hexane). The product is OC(CN1C=2C=CC(=CC2C=2C3=C(C(=CC12)C1=CC=CC=C1)C(NC3=O)=O)O)CO (6-(2,3-Dihydroxypropyl)-9-hydroxy-4-phenylpyrrolo[3,4-c]carbazole-1,3(2H,6H)-dione). Reaction SMILES: [OH:1][CH:2]([CH2:30][O:31]C)[CH2:3][N:4]1[C:16]2[CH:15]=[C:14]([C:17]3[CH:22]=[CH:21][CH:20]=[CH:19][CH:18]=3)[C:13]3[C:23](=[O:27])[NH:24][C:25](=[O:26])[C:12]=3[C:11]=2[C:10]2[CH:9]=[C:8]([O:28]C)[CH:7]=[CH:6][C:5]1=2>C(OCC)(=O)C.CCCCCC>[OH:1][CH:2]([CH2:30][OH:31])[CH2:3][N:4]1[C:16]2[CH:15]=[C:14]([C:17]3[CH:18]=[CH:19][CH:20]=[CH:21][CH:22]=3)[C:13]3[C:23](=[O:27])[NH:24][C:25](=[O:26])[C:12]=3[C:11]=2[C:10]2[CH:9]=[C:8]([OH:28])[CH:7]=[CH:6][C:5]1=2 |f:1.2|.